This data is from the Open Reaction Database (ORD), a public repository of structured organic reaction records. The task is: describe an organic reaction: reactants, conditions, products, and yield The reagents and catalysts are [Pd] (palladium on charcoal). Reported procedure: A solution of 2-benzyloxy-5-chloro-N-(tetrazol-5-yl)benzamide (2.7 g) in N-methylpyrrolid-2-one (50 ml) was hydrogenated at 25° C. and 5 kg/cm2 pressure using a 5% w/w palladium on charcoal catalyst. The reaction mixture was filtered and then evaporated under vacuum and the resulting solid was triturated with water and then dried. This solid was boiled with ethanol (50 ml) for 10 minutes and the undissolved material was filtered off and washed with ethanol and with diethyl ether to give 5-chloro... Yield: 76.5%. Run in CN1C(CCC1)=O (N-methylpyrrolid-2-one). Conditions: time 10 minute. The reactants are C(C1=CC=CC=C1)OC1=C(C(=O)NC2=NN=NN2)C=C(C=C1)Cl (2-benzyloxy-5-chloro-N-(tetrazol-5-yl)benzamide). Yields the product ClC=1C=CC(=C(C(=O)NC2=NN=NN2)C1)O (5-chloro-2-hydroxy-N-(tetrazol-5-yl)benzamide). RXN SMILES: C([O:8][C:9]1[CH:22]=[CH:21][C:20]([Cl:23])=[CH:19][C:10]=1[C:11]([NH:13][C:14]1[NH:18][N:17]=[N:16][N:15]=1)=[O:12])C1C=CC=CC=1>CN1CCCC1=O.[Pd]>[Cl:23][C:20]1[CH:21]=[CH:22][C:9]([OH:8])=[C:10]([CH:19]=1)[C:11]([NH:13][C:14]1[NH:18][N:17]=[N:16][N:15]=1)=[O:12]. The reactants are C(C1=CC=CC=C1)Cl (benzyl chloride), CC(C)([O-])C.[K+] (potassium tert-butoxide), CC1=CC=C(N1)C(C(=O)OC)=O (methyl (5-methylpyrrol-2-yl)oxoacetate), O (water). The solvent is CN(C)C=O (DMF), CN(C)C=O (DMF), CN(C)C=O (DMF), C(C)OCC.CCCCCC (diethyl ether hexane). Conditions: temperature 0 celsius, time 2 hour. Yields the product C(C1=CC=CC=C1)N1C(=CC=C1C)C(C(=O)OC)=O (methyl (1-benzyl-5-methylpyrrol-2-yl)oxoacetate). Isolated yield 64.8%. Reaction SMILES: CC(C)([O-])C.[K+].[CH3:7][C:8]1[NH:12][C:11]([C:13](=[O:18])[C:14]([O:16][CH3:17])=[O:15])=[CH:10][CH:9]=1.[CH2:19](Cl)[C:20]1[CH:25]=[CH:24][CH:23]=[CH:22][CH:21]=1.O>CN(C=O)C.C(OCC)C.CCCCCC>[CH2:19]([N:12]1[C:8]([CH3:7])=[CH:9][CH:10]=[C:11]1[C:13](=[O:18])[C:14]([O:16][CH3:17])=[O:15])[C:20]1[CH:25]=[CH:24][CH:23]=[CH:22][CH:21]=1 |f:0.1,6.7|. Procedure details: To a solution of potassium tert-butoxide (1.34 g, 12 mmol) in DMF (30 ml) was added dropwise a solution of methyl (5-methylpyrrol-2-yl)oxoacetate (2.0 g, 12 mmol) in DMF (5 ml). The reaction mixture was stirred for 2 hours, cooled to 0° C., and then treated dropwise with a solution of benzyl chloride (1.4 ml, 12 mmol) in DMF (5 ml). The mixture was stirred for 6 hours, poured into water (150 ml) and then extracted with ether (2×100 ml). The organic layers were washed with brine (2×50 ml), dried ... Starting materials: CCOC(=O)C(=O)c1scc(Br)c1Br, Cl, [Na+], [OH-], O. The product is O=C(O)C(=O)c1scc(Br)c1Br. Reaction SMILES: [CH2:1]([CH3:2])[O:3][C:4]([C:5](=[O:6])[c:7]1[s:8][cH:9][c:10]([Br:13])[c:11]1[Br:12])=[O:14].[ClH:17].[Na+:16].[OH-:15].[OH2:18]>>[O:3]=[C:4]([C:5](=[O:6])[c:7]1[s:8][cH:9][c:10]([Br:13])[c:11]1[Br:12])[OH:14]. Reactants: CC(C)(C)[Si](C)(C)OC1CCC(n2cc(-c3cnc(N)c4oc(-c5cccc6cnccc56)cc34)cn2)CC1, CCCC[N+](CCCC)(CCCC)CCCC, C1CCOC1, [F-]. RXN SMILES: [C:1]([Si:2]([CH3:3])([CH3:4])[O:6][CH:7]1[CH2:8][CH2:9][CH:10]([n:13]2[n:14][cH:15][c:16](-[c:18]3[c:19]4[c:20]([c:21]([NH2:24])[n:22][cH:23]3)[o:25][c:26](-[c:28]3[c:29]5[cH:30][cH:31][n:32][cH:33][c:34]5[cH:35][cH:36][cH:37]3)[cH:27]4)[cH:17]2)[CH2:11][CH2:12]1)([CH3:5])([CH3:38])[CH3:39].[CH2:41]([N+:42]([CH2:43][CH2:44][CH2:45][CH3:46])([CH2:47][CH2:48][CH2:49][CH3:50])[CH2:51][CH2:52][CH2:53][CH3:54])[CH2:55][CH2:56][CH3:57].[CH2:58]1[O:59][CH2:60][CH2:61][CH2:62]1.[F-:40]>>[OH:6][CH:7]1[CH2:8][CH2:9][CH:10]([n:13]2[n:14][cH:15][c:16](-[c:18]3[c:19]4[c:20]([c:21]([NH2:24])[n:22][cH:23]3)[o:25][c:26](-[c:28]3[c:29]5[cH:30][cH:31][n:32][cH:33][c:34]5[cH:35][cH:36][cH:37]3)[cH:27]4)[cH:17]2)[CH2:11][CH2:12]1. Product: Nc1ncc(-c2cnn(C3CCC(O)CC3)c2)c2cc(-c3cccc4cnccc34)oc12. The reactants are BrC1=CC(=C(C=C1)NC1=C(C=CC=2N1C=NC2)C(=O)O)F (5-(4-bromo-2-fluoro-phenylamino)-imidazo[1,5-a]pyridine-6-carboxylic acid), C=1C=CC2=C(C1)N=NN2O (HOBT), CCN=C=NCCCN(C)C (EDCI), Cl.NOC[C@H](C)O ((S)-1-aminooxy-propan-2-ol hydrochloride), CCN(C(C)C)C(C)C (DIPEA). The solvent is O1CCOCC1 (dioxane), C(C)(=O)OCC (ethyl acetate). Reaction conditions: time 30 minute. Yields the product O[C@H](CONC(=O)C=1C=CC=2N(C1NC1=C(C=C(C=C1)Br)F)C=NC2)C (5-(4-Bromo-2-fluoro-phenylamino)-imidazo[1,5-a]pyridine-6-carboxylic acid ((S)-2-hydroxy-propoxy)-amide). Isolated yield 24.5%. Reaction SMILES: [Br:1][C:2]1[CH:7]=[CH:6][C:5]([NH:8][C:9]2[N:14]3[CH:15]=[N:16][CH:17]=[C:13]3[CH:12]=[CH:11][C:10]=2[C:18]([OH:20])=O)=[C:4]([F:21])[CH:3]=1.C1C=CC2N(O)N=NC=2C=1.CCN=C=NCCCN(C)C.Cl.[NH2:44][O:45][CH2:46][C@@H:47]([OH:49])[CH3:48].CCN(C(C)C)C(C)C>O1CCOCC1.C(OCC)(=O)C>[OH:49][C@@H:47]([CH3:48])[CH2:46][O:45][NH:44][C:18]([C:10]1[CH:11]=[CH:12][C:13]2[N:14]([CH:15]=[N:16][CH:17]=2)[C:9]=1[NH:8][C:5]1[CH:6]=[CH:7][C:2]([Br:1])=[CH:3][C:4]=1[F:21])=[O:20] |f:3.4|. Procedure details: To a solution of 5-(4-bromo-2-fluoro-phenylamino)-imidazo[1,5-a]pyridine-6-carboxylic acid (271 mg, 0.77 mmol) in dioxane (3.9 mL) was added HOBT (306 mg, 2.3 mmol) and EDCI (442 mg, 2.3 mmol). The reaction mixture was stirred at ambient temperature for 30 minutes then (S)-1-aminooxy-propan-2-ol hydrochloride (294 mg, 2.3 mmol) and DIPEA (1.2 mL, 6.9 mmol) were added, the mixture was then stirred for 60 hours at ambient temperature. The reaction mixture was diluted with ethyl acetate then washed...